This data is from the Open Reaction Database (ORD), a public repository of structured organic reaction records. The task is: describe an organic reaction: reactants, conditions, products, and yield The reactants are NC1=C(C#N)C(=C(C=C1)C=CCCCCCC)C (2-Amino-5-(1-octenyl)-6-methylbenzonitrile), Cl.ClC(=N)N (chloroformamidine hydrochloride), COCCOCCOC (diglyme). The solvent is O (water). Conditions: time 1 hour. The product is NC1=NC2=CC=C(C(=C2C(=N1)N)C)C=CCCCCCC (2,4-Diamino-5-methyl-6-(1-octenyl)quinazoline). Yield: 78.2%. As a reaction SMILES: [NH2:1][C:2]1[CH:9]=[CH:8][C:7]([CH:10]=[CH:11][CH2:12][CH2:13][CH2:14][CH2:15][CH2:16][CH3:17])=[C:6]([CH3:18])[C:3]=1[C:4]#[N:5].Cl.Cl[C:21]([NH2:23])=[NH:22].COCCOCCOC>O>[NH2:23][C:21]1[N:22]=[C:4]([NH2:5])[C:3]2[C:2](=[CH:9][CH:8]=[C:7]([CH:10]=[CH:11][CH2:12][CH2:13][CH2:14][CH2:15][CH2:16][CH3:17])[C:6]=2[CH3:18])[N:1]=1 |f:1.2|. Reported procedure: A mixture of 0.64 g of the 2-aminobenzonitrile of Example 4, 0.30 g of chloroformamidine hydrochloride, and 5.0 ml of diglyme was heated at 140°-150° C. for 5 h. The mixture was diluted with 50 ml of water and stirred for 1 h. The precipitated solid was collected by filtration, washed with water and acetone, and dried to leave 0.58 g (78%) of a white solid. (Mixture of cis-trans isomers.) Anal. calc'd for C17H24N4.2/3HCl: C, 66.2; H, 8.05 N, 18.1. Found: C, 66.2, H; 8.05; N, 18.2. The reactants are Cc1ccc(B(O)O)cc1, CCN(C(C)C)C(C)C, CCCc1cc2nc(C)c(C(CCC)C(=O)OC)c(Cl)n2n1. The product is CCCc1cc2nc(C)c(C(CCC)C(=O)OC)c(-c3ccc(C)cc3)n2n1. RXN SMILES: [CH3:23][c:24]1[cH:25][cH:26][c:27]([B:30]([OH:31])[OH:32])[cH:28][cH:29]1.[CH:33]([N:34]([CH:35]([CH3:36])[CH3:37])[CH2:38][CH3:39])([CH3:40])[CH3:41].[Cl:1][c:2]1[c:3]([CH:15]([C:16](=[O:17])[O:18][CH3:19])[CH2:20][CH2:21][CH3:22])[c:4]([CH3:14])[n:5][c:6]2[n:7]1[n:8][c:9]([CH2:11][CH2:12][CH3:13])[cH:10]2>>[c:2]1(-[c:27]2[cH:26][cH:25][c:24]([CH3:23])[cH:29][cH:28]2)[c:3]([CH:15]([C:16](=[O:17])[O:18][CH3:19])[CH2:20][CH2:21][CH3:22])[c:4]([CH3:14])[n:5][c:6]2[n:7]1[n:8][c:9]([CH2:11][CH2:12][CH3:13])[cH:10]2. Reactants: CC1=C(N)C=C(C(=C1)C=1C=NC=CC1)C (2,5-Dimethyl-4-(pyridin-3-yl)aniline), Cl (HCl). Reagents/catalysts: O=[Pt]=O (PtO2). Solvent: CO (MeOH). Reaction conditions: time 2 day. Product: CC1=C(N)C=C(C(=C1)C1CNCCC1)C (2,5-Dimethyl-4-(piperidin-3-yl)aniline). Reaction SMILES: [CH3:1][C:2]1[CH:8]=[C:7]([C:9]2[CH:10]=[N:11][CH:12]=[CH:13][CH:14]=2)[C:6]([CH3:15])=[CH:5][C:3]=1[NH2:4].Cl>CO.O=[Pt]=O>[CH3:1][C:2]1[CH:8]=[C:7]([CH:9]2[CH2:14][CH2:13][CH2:12][NH:11][CH2:10]2)[C:6]([CH3:15])=[CH:5][C:3]=1[NH2:4]. Procedure details: 2,5-Dimethyl-4-(pyridin-3-yl)aniline (403 mg, 2.03 mmol) was dissolved in MeOH (5 mL) and conc. aqueous HCl (1 mL), followed by addition of PtO2 (40 mg). The flask was purged with H2 and the reaction was vigorously stirred at rt under H2 (1 atm). After two days, LCMS shows the completion of the reaction. The catalyst was removed by filtration and the remaining solution was concentrated in vacuo to give 2,5-Dimethyl-4-(piperidin-3-yl)aniline as a white solid, which can be used in subsequent react...